This data is from the Open Reaction Database (ORD), a public repository of structured organic reaction records. The task is: describe an organic reaction: reactants, conditions, products, and yield Reactants: C(C)C1=CC(=NN1CCCC)C(=O)OCC (Ethyl 5-ethyl-1-butyl-1H-pyrazole-3-carboxylate), [OH-].[NH4+] (ammonium hydroxide), CO (methanol). Product: C(C)C1=CC(=NN1CCCC)C(=O)N (5-ethyl-1-butyl-1H-pyrazole-3-carboxamide). Reaction SMILES: [CH2:1]([C:3]1[N:7]([CH2:8][CH2:9][CH2:10][CH3:11])[N:6]=[C:5]([C:12]([O:14]CC)=O)[CH:4]=1)[CH3:2].CO.[OH-].[NH4+:20]>>[CH2:1]([C:3]1[N:7]([CH2:8][CH2:9][CH2:10][CH3:11])[N:6]=[C:5]([C:12]([NH2:20])=[O:14])[CH:4]=1)[CH3:2] |f:2.3|. Procedure: Ethyl 5-ethyl-1-butyl-1H-pyrazole-3-carboxylate (13.27 g, 59.2 mmol) in concentrated ammonium hydroxide (50 mL) was heated at 125° C. for 14 hours in a pressure vessel. After the vessel was allowed to cool to ambient temperature, methanol (40 mL) was added and the vessel was heated at 125° C. for 1 day. After cooling to ambient temperature, the vessel was cooled in an ice bath and the product began to crystallize from the reaction mixture. Two crops of crystals were isolated to provide 5.50 g of... Starting materials: CCc1cc(C(=O)O)c(Nc2ccccc2[N+](=O)[O-])s1, CCO. Product: CCc1cc(C(=O)O)c(Nc2ccccc2N)s1. As a reaction SMILES: [CH2:1]([CH3:2])[c:3]1[cH:4][c:5]([C:18](=[O:19])[OH:20])[c:6]([NH:8][c:9]2[c:10]([N+:15]([O-:16])=[O:17])[cH:11][cH:12][cH:13][cH:14]2)[s:7]1.[CH3:21][CH2:22][OH:23]>>[CH2:1]([CH3:2])[c:3]1[cH:4][c:5]([C:18](=[O:19])[OH:20])[c:6]([NH:8][c:9]2[c:10]([NH2:15])[cH:11][cH:12][cH:13][cH:14]2)[s:7]1. Starting materials: CSC, CO, N#N, CCCCc1c2c(nc3c1CCc1cc4nc(C#N)c(N)cc4nc1-3)C(=Cc1ccccc1)CCC2. Product: CCCCc1c2c(nc3c1CCc1cc4nc(C#N)c(N)cc4nc1-3)C(=O)CCC2. As a reaction SMILES: [CH3:39][S:40][CH3:41].[CH3:42][OH:43].[N:37]#[N:38].[NH2:1][c:2]1[cH:3][c:4]2[c:5]([cH:6][c:7]3[c:16]([n:17]2)-[c:15]2[c:10]([c:11]([CH2:29][CH2:30][CH2:31][CH3:32])[c:12]4[c:13]([n:14]2)[C:18](=[CH:22][c:23]2[cH:24][cH:25][cH:26][cH:27][cH:28]2)[CH2:19][CH2:20][CH2:21]4)[CH2:9][CH2:8]3)[n:33][c:34]1[C:35]#[N:36]>>[NH2:1][c:2]1[cH:3][c:4]2[c:5]([cH:6][c:7]3[c:16]([n:17]2)-[c:15]2[c:10]([c:11]([CH2:29][CH2:30][CH2:31][CH3:32])[c:12]4[c:13]([n:14]2)[C:18](=[O:43])[CH2:19][CH2:20][CH2:21]4)[CH2:9][CH2:8]3)[n:33][c:34]1[C:35]#[N:36]. Reactants: CC(C)(C)OC(=O)N1CCC(c2ccc(CCO)cc2)C(OCc2ccc3ccccc3c2)C1, O=C(O)c1ccccn1. Yields the product CC(C)(C)OC(=O)N1CCC(c2ccc(CCOC(=O)c3ccccn3)cc2)C(OCc2ccc3ccccc3c2)C1. Reaction SMILES: [OH:1][CH2:2][CH2:3][c:4]1[cH:5][cH:6][c:7]([CH:10]2[CH:11]([O:23][CH2:24][c:25]3[cH:26][c:27]4[cH:28][cH:29][cH:30][cH:31][c:32]4[cH:33][cH:34]3)[CH2:12][N:13]([C:16](=[O:17])[O:18][C:19]([CH3:20])([CH3:21])[CH3:22])[CH2:14][CH2:15]2)[cH:8][cH:9]1.[OH:35][C:36](=[O:37])[c:38]1[cH:39][cH:40][cH:41][cH:42][n:43]1>>[O:1]([CH2:2][CH2:3][c:4]1[cH:5][cH:6][c:7]([CH:10]2[CH:11]([O:23][CH2:24][c:25]3[cH:26][c:27]4[cH:28][cH:29][cH:30][cH:31][c:32]4[cH:33][cH:34]3)[CH2:12][N:13]([C:16](=[O:17])[O:18][C:19]([CH3:20])([CH3:21])[CH3:22])[CH2:14][CH2:15]2)[cH:8][cH:9]1)[C:36](=[O:35])[c:38]1[cH:39][cH:40][cH:41][cH:42][n:43]1. The reactants are [OH-].[K+] (potassium hydroxide), FC1=CC=C(C=C1)O (p-fluorophenol), C1(=CC=C(C=C1)S(=O)(=O)OC[C@@H]1CC[C@H](CC1)[C@@H]1CC[C@H](CC1)CCC1OCCO1)C ([trans-4-[trans-4-(2-(1,3-dioxolan-2-yl)-ethyl)cyclohexyl]cyclohexyl]methyl p-toluenesulfonate). The solvent is C(C)O (ethanol), C(C)O (ethanol). Run at temperature 80 celsius, time 24 hour. Yields the product O1C(OCC1)CC[C@@H]1CC[C@H](CC1)[C@@H]1CC[C@H](CC1)COC1=CC=C(C=C1)F (1-[[trans-4-(trans-4-(2-(1,3-dioxolan-2-yl)-ethyl)cyclohexyl]cyclohexyl]methoxy]-4-fluorobenzene). Reaction SMILES: [OH-].[K+].[F:3][C:4]1[CH:9]=[CH:8][C:7]([OH:10])=[CH:6][CH:5]=1.C1(C)C=CC(S(O[CH2:21][C@H:22]2[CH2:27][CH2:26][C@H:25]([C@H:28]3[CH2:33][CH2:32][C@H:31]([CH2:34][CH2:35][CH:36]4[O:40][CH2:39][CH2:38][O:37]4)[CH2:30][CH2:29]3)[CH2:24][CH2:23]2)(=O)=O)=CC=1>C(O)C>[O:37]1[CH2:38][CH2:39][O:40][CH:36]1[CH2:35][CH2:34][C@H:31]1[CH2:32][CH2:33][C@H:28]([C@H:25]2[CH2:26][CH2:27][C@H:22]([CH2:21][O:10][C:7]3[CH:8]=[CH:9][C:4]([F:3])=[CH:5][CH:6]=3)[CH2:23][CH2:24]2)[CH2:29][CH2:30]1 |f:0.1|. Procedure details: A solution of 0.33 g of potassium hydroxide in 7 ml of 95 percent ethanol is treated with 1.12 g of p-fluorophenol. Thereafter, the mixture is treated with a solution of 2.26 g of [trans-4-[trans-4-(2-(1,3-dioxolan-2-yl)-ethyl)cyclohexyl]cyclohexyl]methyl p-toluenesulfonate in 23 ml of ethanol and stirred at 80° C. (bath temperature) for 24 hours. Subsequently, the reaction mixture is partitioned in 1 N hydrochloric acid and methylene chloride. The organic phase is washed several times with wate... The reactants are CC(C)(C)c1cc(N=C=O)no1, C1CCOC1, Nc1cccc(O)c1. Product: CC(C)(C)c1cc(NC(=O)Nc2cccc(O)c2)no1. RXN SMILES: [C:9]([CH3:10])([CH3:11])([CH3:12])[c:13]1[cH:14][c:15]([N:18]=[C:19]=[O:20])[n:16][o:17]1.[CH2:21]1[O:22][CH2:23][CH2:24][CH2:25]1.[NH2:1][c:2]1[cH:3][cH:4][cH:5][c:6]([OH:7])[cH:8]1>>[NH:1]([c:2]1[cH:3][cH:4][cH:5][c:6]([OH:7])[cH:8]1)[C:19]([NH:18][c:15]1[cH:14][c:13]([C:9]([CH3:10])([CH3:11])[CH3:12])[o:17][n:16]1)=[O:20].